From a dataset of the Open Reaction Database (ORD), a public repository of structured organic reaction records. describe an organic reaction: reactants, conditions, products, and yield Reagents/catalysts: [Sn] (tin). Reaction SMILES: [CH2:1]([OH:13])[CH2:2]CCCCCCCCCC.[CH2:14]([OH:30])[CH2:15]CCCCCCCCCCCCCC.[CH2:31]([CH2:38][CH2:39]N=C=O)[CH2:32]CCN=C=O.[OH2:43]>[Sn]>[CH3:39][CH2:38][CH2:31][CH2:32][O:43][CH2:15][CH2:14][O:30][CH2:2][CH2:1][OH:13] |^3:43|. Procedure: A blend of 3350 and 8000 molecular weight poly(ethylene glycol) was made up to give an average molecular weight of approximately 3400 g/mole. While mixing, the poly(ethylene glycol) was dewatered under vaccum for 3 hrs.; the temperature was then stabilized at 75° C. and the reactor contents placed under a nitrogen blanket. A mixture of dodecanol and hexadecanol was added to serve as the linear cap; 1,6-hexamethylene diisocyanate was also added to the reactor and mixed for two minutes. A tin cata... Isolated yield 25.0%. The reactants are C(CCCCCCCCCCC)O (dodecanol), C(CCCCCCCCCCCCCCC)O (hexadecanol), O (water), diamine, poly(ethylene glycol), poly(ethylene glycol), C(CCCN=C=O)CCN=C=O (1,6-hexamethylene diisocyanate). Yields the product polymer, CCCCOCCOCCO (butyl Carbitol). Reaction conditions: time 30 minute. Reactants: [C@@H]1([C@@H](O)[C@H](O)[C@H](O1)CO)N1C=CC2=C1N=CNC2=S (7-β-D-arabinofuranosyl-3,7-dihydro-4H-pyrrolo[2,3-d]pyrimidine-4-thione). The reagents and catalysts are [Ni] (Raney nickel). Solvent: O (water). Product: [C@@H]1([C@@H](O)[C@H](O)[C@H](O1)CO)N1C=CC2=C1N=CN=C2 (7-β-D-arabinofuranosyl-7H-pyrrolo[2,3-d]pyrimidine). RXN SMILES: [C@@H:1]1([N:10]2[C:14]3[N:15]=[CH:16][NH:17][C:18](=S)[C:13]=3[CH:12]=[CH:11]2)[O:7][C@H:6]([CH2:8][OH:9])[C@@H:4]([OH:5])[C@@H:2]1[OH:3]>[Ni].O>[C@@H:1]1([N:10]2[C:14]3[N:15]=[CH:16][N:17]=[CH:18][C:13]=3[CH:12]=[CH:11]2)[O:7][C@H:6]([CH2:8][OH:9])[C@@H:4]([OH:5])[C@@H:2]1[OH:3]. Procedure: A mixture of 5 g of 7-β-D-arabinofuranosyl-3,7-dihydro-4H-pyrrolo[2,3-d]pyrimidine-4-thione, 5 g of Raney nickel, and 250 ml of water is stirred and heated under reflux for one hour and filtered while hot. The filtrate is evaporated in vacuo to a small volume and cooled to provide pure 7-β-D-arabinofuranosyl-7H-pyrrolo[2,3-d]pyrimidine.